Dataset: the Open Reaction Database (ORD), a public repository of structured organic reaction records. Task: describe an organic reaction: reactants, conditions, products, and yield Starting materials: C(C1=CC=CC=C1)N1N=C(C2=CC(=CC=C12)OCCOS(=O)(=O)C1=CC=C(C=C1)C)S(=O)(=O)C1=CC=CC2=CC=CC=C12 (toluene-4-sulfonic acid 2-[1-benzyl-3-(naphthalene-1-sulfonyl)-1H-indazol-5-yloxy]-ethyl ester), C(C)NC (ethylmethylamine), C1CCOC1 (THF). Product: C(C1=CC=CC=C1)N1N=C(C2=CC(=CC=C12)OCCN(C)CC)S(=O)(=O)C1=CC=CC2=CC=CC=C12 ({2-[1-benzyl-3-(naphthalene-1-sulfonyl)-1H-indazol-5-yloxy]-ethyl}-ethyl-methyl-amine). Isolated yield 81.4%. Reaction SMILES: [CH2:1]([N:8]1[C:16]2[C:11](=[CH:12]C(OCCOS(C3C=CC(C)=CC=3)(=O)=O)=C[CH:15]=2)[C:10]([S:31]([C:34]2[C:43]3[C:38](=[CH:39][CH:40]=[CH:41][CH:42]=3)[CH:37]=[CH:36][CH:35]=2)(=[O:33])=[O:32])=[N:9]1)[C:2]1[CH:7]=[CH:6][CH:5]=[CH:4][CH:3]=1.[CH2:44]([NH:46][CH3:47])[CH3:45].[CH2:48]1[CH2:52][O:51][CH2:50][CH2:49]1>>[CH2:1]([N:8]1[C:16]2[C:11](=[CH:12][C:50]([O:51][CH2:52][CH2:48][N:46]([CH2:44][CH3:45])[CH3:47])=[CH:49][CH:15]=2)[C:10]([S:31]([C:34]2[C:43]3[C:38](=[CH:39][CH:40]=[CH:41][CH:42]=3)[CH:37]=[CH:36][CH:35]=2)(=[O:32])=[O:33])=[N:9]1)[C:2]1[CH:7]=[CH:6][CH:5]=[CH:4][CH:3]=1. Reported procedure: A solution of toluene-4-sulfonic acid 2-[1-benzyl-3-(naphthalene-1-sulfonyl)-1H-indazol-5-yloxy]-ethyl ester (0.363 g, 0.592 mmol) and ethylmethylamine (2.0 mL, 23 mmol) in THF (8 mL) was stirred at 70° C. for 2.5 hours in a sealed tube. After cooling to ambient temperature, the residue was partitioned in ethyl acetate and aqueous sodium bicarbonate. The organic phase was washed with brine, dried with anhydrous magnesium sulfate, filtered and concentrated. Drying at 80° C. in vacuo for 30 minute...